This data is from the Open Reaction Database (ORD), a public repository of structured organic reaction records. The task is: describe an organic reaction: reactants, conditions, products, and yield Reagents/catalysts: c1ccc(cc1)-c2c3ccccc3cc4ccccc24 (9-Phenylanthracene), [Li+].C[Si](C)(C)[N-][Si](C)(C)C (LiHMDS), C1(C(CCC1)[Pd]Cl)CN(C)C.P(C1[C@H]2C[C@@H](C1)CC2)C1[C@@H]2C[C@H](C1)CC2.C1CCCC1.[Fe] (SK-CC02-A). The product is Cn1cc(Nc2nc(nc3[nH]cnc23)N4C[C@H]5CN(C[C@H]5C4)C(=O)OC(C)(C)C)cn1. RXN SMILES: [CH3:1][n:2]1[n:16][cH:15][c:4]([NH:5][c:6]2[c:14]([c:10]3[n:9][c:8](Cl)[n:7]2)[n:13][cH:12][nH:11]3)[cH:3]1.[CH3:17][C:18]([O:21][C:22]([N:24]1[CH2:31][C@@H:30]([C@H:26]2[CH2:25]1)[CH2:29][NH:28][CH2:27]2)=[O:23])([CH3:20])[CH3:19]>>[CH3:1][n:2]1[n:16][cH:15][c:4]([NH:5][c:6]2[c:14]([c:10]3[n:9][c:8]([N:28]4[CH2:27][C@@H:26]([C@H:30]5[CH2:29]4)[CH2:25][N:24]([C:22]([O:21][C:18]([CH3:20])([CH3:19])[CH3:17])=[O:23])[CH2:31]5)[n:7]2)[n:13][cH:12][nH:11]3)[cH:3]1. Solvent: C1CCOC1 (THF). Reactants: C1[C@@H]2[C@H](CN1C(=O)OC(C)(C)C)CNC2, n1c(nc2c(c1Nc1cn(nc1)C)nc[nH]2)Cl. Run at temperature 100 celsius, time 18 hour.